From a dataset of the Open Reaction Database (ORD), a public repository of structured organic reaction records. describe an organic reaction: reactants, conditions, products, and yield Procedure details: 4,4'-difluorobiphenyl has heretofore been prepared by a process utilizing a Grignard coupling reaction. In accordance with the prior process, p-halofluorobenzene is reacted with magnesium in a solvent to form halomagnesiumfluorobenzene, the Grignard reagent. The Grignard reagent is then reacted with additional p-halofluorobenzene (the coupling reagent) in the presence of a catalyst comprised of palladium chloride or palladium supported on charcoal. This prior process results in a yield of about ... The product is FC1=CC=C(C=C1)C1=CC=C(C=C1)F (4,4'-difluorobiphenyl). Reaction SMILES: I[C:2]1[CH:7]=[CH:6][C:5]([F:8])=[CH:4][CH:3]=1.Br[C:10]1[CH:15]=[CH:14][C:13]([F:16])=[CH:12][CH:11]=1>[Pd].[Pd](Cl)Cl>[F:8][C:5]1[CH:6]=[CH:7][C:2]([C:10]2[CH:15]=[CH:14][C:13]([F:16])=[CH:12][CH:11]=2)=[CH:3][CH:4]=1. The reactants are IC1=CC=C(C=C1)F (p-iodofluorobenzene), IC1=CC=C(C=C1)F (p-iodofluorobenzene), BrC1=CC=C(C=C1)F (p-bromofluorobenzene), BrC1=CC=C(C=C1)F (p-bromofluorobenzene), IC1=CC=C(C=C1)F (p-iodofluorobenzene). Reagents/catalysts: [Pd](Cl)Cl (palladium chloride), [Pd] (palladium/charcoal).